This data is from the Open Reaction Database (ORD), a public repository of structured organic reaction records. The task is: describe an organic reaction: reactants, conditions, products, and yield The product is COC=1C=C(C=CC1OC)CCN1CC(CC1)N1C(C=2C(C1=O)=CC=CC2)=O (N-(1-(2-(3,4-dimethoxyphenyl)ethyl)pyrrolidin-3-yl) phthalimide). RXN SMILES: Cl.[NH:2]1[CH2:6][CH2:5][CH:4]([N:7]2[C:11](=[O:12])[C:10]3=[CH:13][CH:14]=[CH:15][CH:16]=[C:9]3[C:8]2=[O:17])[CH2:3]1.[CH3:18][O:19][C:20]1[CH:21]=[C:22]([CH2:28][CH2:29]Cl)[CH:23]=[CH:24][C:25]=1[O:26][CH3:27].C(=O)([O-])[O-].[K+].[K+]>C(#N)C>[CH3:18][O:19][C:20]1[CH:21]=[C:22]([CH2:28][CH2:29][N:2]2[CH2:6][CH2:5][CH:4]([N:7]3[C:11](=[O:12])[C:10]4=[CH:13][CH:14]=[CH:15][CH:16]=[C:9]4[C:8]3=[O:17])[CH2:3]2)[CH:23]=[CH:24][C:25]=1[O:26][CH3:27] |f:0.1,3.4.5|. Reactants: Cl.N1CC(CC1)N1C(C=2C(C1=O)=CC=CC2)=O (N-(3-pyrrolidyl)phthalimide hydrochloride), n-tetrabutyl ammonium iodide, COC=1C=C(C=CC1OC)CCCl (2-(3,4-dimethoxyphenyl) ethyl chloride), C([O-])([O-])=O.[K+].[K+] (potassium carbonate). Isolated yield 11.3%. Run in C(C)#N (acetonitrile). Procedure: 6.03 g of the hydrochloride was suspended into 100 ml of acetonitrile, to which 4.79 g of 2-(3,4-dimethoxyphenyl) ethyl chloride, 8.24 g of anhydrous potassium carbonate and n-tetrabutyl ammonium iodide (catalytic amount) were added and refluxed under heating for 20 hours. After allowing them to cool, the inorganic salts were filtered out and the solvent was distilled off. After adding ethyl acetate and washed with water, they were dried with anhydrous magnesium sulfate. The solvent was concentr... RXN SMILES: [Al+3:2].[CH2:27]1[O:28][CH2:29][CH2:30][CH2:31]1.[CH3:32][CH2:33][O:34][C:35]([CH3:36])=[O:37].[ClH:26].[H-:1].[H-:4].[H-:5].[H-:6].[Li+:3].[N:7](=[O:8])[N:9]1[CH2:10][CH2:11][S:12][c:13]2[c:14]1[cH:15][cH:16][cH:17][cH:18]2.[Na+:19].[Na+:20].[O-:21][S:22](=[O:23])(=[O:24])[O-:25]>>[ClH:26].[NH2:7][N:9]1[CH2:10][CH2:11][S:12][c:13]2[c:14]1[cH:15][cH:16][cH:17][cH:18]2. Reactants: [Al+3], C1CCOC1, CCOC(C)=O, Cl, [H-], [H-], [H-], [H-], [Li+], O=NN1CCSc2ccccc21, [Na+], [Na+], O=S(=O)([O-])[O-]. Product: Cl, NN1CCSc2ccccc21.